From a dataset of the Open Reaction Database (ORD), a public repository of structured organic reaction records. describe an organic reaction: reactants, conditions, products, and yield Reactants: CCN=C=NCCCN(C)C, CCN(C(C)C)C(C)C, Cl, Cl, N#Cc1ccccc1OC1CCN(C(=O)CN)CC1, CN(C)C=O, O, On1nnc2ccccc21, O=C(O)CNC(=O)c1cc(-c2ccccc2)[nH]n1. Product: N#Cc1ccccc1OC1CCN(C(=O)CNC(=O)c2cc(-c3ccccc3)[nH]n2)CC1. RXN SMILES: [CH3:38][CH2:39][N:40]=[C:41]=[N:42][CH2:43][CH2:44][CH2:45][N:46]([CH3:47])[CH3:48].[CH:1]([N:2]([CH2:3][CH3:4])[CH:5]([CH3:6])[CH3:7])([CH3:8])[CH3:9].[ClH:49].[ClH:50].[NH2:51][CH2:52][C:53](=[O:54])[N:55]1[CH2:56][CH2:57][CH:58]([O:61][c:62]2[c:63]([C:64]#[N:65])[cH:66][cH:67][cH:68][cH:69]2)[CH2:59][CH2:60]1.[O:70]=[CH:71][N:72]([CH3:73])[CH3:74].[OH2:75].[OH:28][n:29]1[c:30]2[c:31]([cH:32][cH:33][cH:34][cH:35]2)[n:36][n:37]1.[c:10]1(-[c:16]2[cH:17][c:18]([C:21](=[O:22])[NH:23][CH2:24][C:25](=[O:26])[OH:27])[n:19][nH:20]2)[cH:11][cH:12][cH:13][cH:14][cH:15]1>>[c:10]1(-[c:16]2[cH:17][c:18]([C:21](=[O:22])[NH:23][CH2:24][C:25](=[O:27])[N:55]3[CH2:56][CH2:57][CH:58]([O:61][c:62]4[c:63]([C:64]#[N:65])[cH:66][cH:67][cH:68][cH:69]4)[CH2:59][CH2:60]3)[n:19][nH:20]2)[cH:11][cH:12][cH:13][cH:14][cH:15]1. As a reaction SMILES: [CH3:45][CH2:46][O:47][C:48]([CH3:49])=[O:50].[CH3:51][N:52]1[CH2:53][CH2:54][CH2:55][C:56]1=[O:57].[CH:26]([N:27]([CH2:28][CH3:29])[CH:30]([CH3:31])[CH3:32])([CH3:33])[CH3:34].[Cl:1][c:2]1[cH:3][c:4](-[n:9]2[n:10][c:11]([C:23]#[N:24])[c:12]([O:16][CH:17]3[CH2:18][CH2:19][NH:20][CH2:21][CH2:22]3)[cH:13][c:14]2=[O:15])[cH:5][cH:6][c:7]1[Cl:8].[Cl:35][c:36]1[n:37][cH:38][c:39]([CH:42]2[CH2:43][CH2:44]2)[cH:40][n:41]1.[ClH:25]>>[Cl:1][c:2]1[cH:3][c:4](-[n:9]2[n:10][c:11]([C:23]#[N:24])[c:12]([O:16][CH:17]3[CH2:18][CH2:19][N:20]([c:36]4[n:37][cH:38][c:39]([CH:42]5[CH2:43][CH2:44]5)[cH:40][n:41]4)[CH2:21][CH2:22]3)[cH:13][c:14]2=[O:15])[cH:5][cH:6][c:7]1[Cl:8]. Reactants: CCOC(C)=O, CN1CCCC1=O, CCN(C(C)C)C(C)C, N#Cc1nn(-c2ccc(Cl)c(Cl)c2)c(=O)cc1OC1CCNCC1, Clc1ncc(C2CC2)cn1, Cl. Product: N#Cc1nn(-c2ccc(Cl)c(Cl)c2)c(=O)cc1OC1CCN(c2ncc(C3CC3)cn2)CC1. Reactants: FC1=C(C=O)C=C(C=C1)F (2,5-difluorobenzaldehyde), C(C)(=O)OCC (ethyl acetate), TEA, SCC(=O)OC (methyl 2-mercaptoacetate). Run in CC#N (CH3CN), CCCCCC (hexane), CC#N (CH3CN). Product: FC1=CC2=C(SC(=C2)C(=O)OC)C=C1 (methyl 5-fluorobenzo[b]thiophene-2-carboxylate). Yield: 33.8%. RXN SMILES: [SH:1][CH2:2][C:3]([O:5][CH3:6])=[O:4].F[C:8]1[CH:15]=[CH:14][C:13]([F:16])=[CH:12][C:9]=1[CH:10]=O.C(OCC)(=O)C>CC#N.CCCCCC>[F:16][C:13]1[CH:14]=[CH:15][C:8]2[S:1][C:2]([C:3]([O:5][CH3:6])=[O:4])=[CH:10][C:9]=2[CH:12]=1. Reported procedure: TEA (3.705 g, 36.619 mmol) was added to a solution of methyl 2-mercaptoacetate (3.293 g, 30.985 mmol) in CH3CN (12.5 mL). This was followed by the addition of 2,5-difluorobenzaldehyde (4 g, 28.169 mmol) in CH3CN (12.5 mL) and the resulting reaction mass was refluxed overnight under nitrogen atmosphere. The reaction was monitored by TLC (5% ethyl acetate in hexane). The reaction mass was concentrated under reduced pressure to obtain the crude product. Purification by column chromatography on sili...